The task is: describe an organic reaction: reactants, conditions, products, and yield. This data is from the Open Reaction Database (ORD), a public repository of structured organic reaction records. Reactants: Cc1ccccc1, Nc1c(Cl)cc([N+](=O)[O-])cc1[N+](=O)[O-], O=C=NS(=O)(=O)Cl, O. The product is NC(=O)Nc1c(Cl)cc([N+](=O)[O-])cc1[N+](=O)[O-]. Reaction SMILES: [CH3:15][c:16]1[cH:17][cH:18][cH:19][cH:20][cH:21]1.[Cl:1][c:2]1[cH:3][c:4]([N+:12](=[O:13])[O-:14])[cH:5][c:6]([N+:9](=[O:10])[O-:11])[c:7]1[NH2:8].[Cl:22][S:23](=[O:24])(=[O:25])[N:26]=[C:27]=[O:28].[OH2:29]>>[Cl:1][c:2]1[cH:3][c:4]([N+:12](=[O:13])[O-:14])[cH:5][c:6]([N+:9](=[O:10])[O-:11])[c:7]1[NH:8][C:27]([NH2:26])=[O:28].